From a dataset of the Open Reaction Database (ORD), a public repository of structured organic reaction records. describe an organic reaction: reactants, conditions, products, and yield Procedure: A mixture of 4.65 g. of 4-(2-chlorophenyl)-1,6-dihydro-1,3-dimethylpyrazolo[3,4-e][1,4]diazepine-7-thiol (prepared as disclosed in U.S. Pat. No. 3,770,762), 250 ml. of tetrahydrofuran, 3.0 g. of 2-propynylamine and 20 ml. of methanol is allowed to stand at room temperature (20°-30° C.) for 3 days, then evaporated at reduced pressure to give a residue of 4-(2-chlorophenyl-1,6-dihydro-1,3-dimethyl-7-(2-propynylamino)pyrazolo[3,4-e][1,4]diazepine; m.p. 165°-167° C. after crystallization from aceton... The solvent is CO (methanol). Product: ClC1=C(C=CC=C1)C=1C2=C(N=C(CN1)NCC#C)N(N=C2C)C (2-chlorophenyl-1,6-dihydro-1,3-dimethyl-7-(2-propynylamino)pyrazolo[3,4-e][1,4]diazepine). As a reaction SMILES: [Cl:1][C:2]1[CH:7]=[CH:6][CH:5]=[CH:4][C:3]=1[C:8]1[C:9]2[C:18]([CH3:19])=[N:17][N:16]([CH3:20])[C:10]=2[N:11]=[C:12](S)[CH2:13][N:14]=1.O1CCCC1.[CH2:26]([NH2:29])[C:27]#[CH:28]>CO>[Cl:1][C:2]1[CH:7]=[CH:6][CH:5]=[CH:4][C:3]=1[C:8]1[C:9]2[C:18]([CH3:19])=[N:17][N:16]([CH3:20])[C:10]=2[N:11]=[C:12]([NH:29][CH2:26][C:27]#[CH:28])[CH2:13][N:14]=1. The reactants are ClC1=C(C=CC=C1)C=1C2=C(N=C(CN1)S)N(N=C2C)C (4-(2-chlorophenyl)-1,6-dihydro-1,3-dimethylpyrazolo[3,4-e][1,4]diazepine-7-thiol), O1CCCC1 (tetrahydrofuran), C(C#C)N (2-propynylamine). The reactants are C1=CC(=CC=C1/C=C/C(=O)O)O (p-coumaric acid), C=1C=CC2=C(C1)N=NN2O (HOBt), CCN=C=NCCCN(C)C.Cl (EDC.HCl), ice, NN (hydrazine), C1=CCCCC1 (cyclohexene). Solvent: C(C)#N (acetonitrile), C(C)#N (acetonitrile). Run at time 2 hour. Product: OC1=CC=C(C=C1)/C=C/C(=O)NN (trans-3-(4-hydroxyphenyl)-2-propenohydrazide). Yield: 36.5%. As a reaction SMILES: [CH:1]1[C:6](/[CH:7]=[CH:8]/[C:9](O)=[O:10])=[CH:5][CH:4]=[C:3]([OH:12])[CH:2]=1.C1C=CC2N(O)[N:20]=[N:19]C=2C=1.CCN=C=NCCCN(C)C.Cl.NN.C1CCCCC=1>C(#N)C>[OH:12][C:3]1[CH:4]=[CH:5][C:6](/[CH:7]=[CH:8]/[C:9]([NH:19][NH2:20])=[O:10])=[CH:1][CH:2]=1 |f:2.3|. Reported procedure: To a stirred solution of p-coumaric acid (3.28 g, 20 mmol) in anhydrous acetonitrile (40 mL) was added HOBt (3.24 g, 24 mmol) and EDC.HCl (4.6 g, 24 mmol) at room temperature, and the mixture was stirred at room temperature for 2 h. The resulting yellow suspension was cooled with an ice-bath, and an ice-cold solution of hydrazine (1.25 mL, 40 mmol) and cyclohexene (0.61 mL, 6 mmol) in acetonitrile (30 mL) was added in one portion. The mixture was stirred at 0° C. for 20 min and followed by an ad... The product is N#Cc1cc(-c2nc3cncnc3s2)ccc1Oc1ccc(F)cc1. Reaction SMILES: [CH3:11][S:12]([CH3:13])=[O:14].[Cl:15][c:16]1[c:17]([C:31]#[N:32])[cH:18][c:19](-[c:22]2[s:23][c:24]3[n:25][cH:26][n:27][cH:28][c:29]3[n:30]2)[cH:20][cH:21]1.[F:1][c:2]1[cH:3][cH:4][c:5]([OH:8])[cH:6][cH:7]1.[H-:9].[Na+:10].[OH2:33]>>[F:1][c:2]1[cH:3][cH:4][c:5]([O:8][c:16]2[c:17]([C:31]#[N:32])[cH:18][c:19](-[c:22]3[s:23][c:24]4[n:25][cH:26][n:27][cH:28][c:29]4[n:30]3)[cH:20][cH:21]2)[cH:6][cH:7]1. Reactants: CS(C)=O, N#Cc1cc(-c2nc3cncnc3s2)ccc1Cl, Oc1ccc(F)cc1, [H-], [Na+], O.